From a dataset of the Open Reaction Database (ORD), a public repository of structured organic reaction records. describe an organic reaction: reactants, conditions, products, and yield Starting materials: C(C)(=S)[O-].[K+] (potassium thioacetate), BrC(CC(=O)N1[C@H](C(=O)O)CCC1)C(C1=CC=CC=C1)=O (1-(3-bromo-3-benzoylpropionyl)-L-proline). Solvent: C(C)O (ethanol), C(C)O (ethanol). Conditions: time 2 hour. Product: C(C)(=O)SC(CC(=O)N1[C@H](C(=O)O)CCC1)C(C1=CC=CC=C1)=O (1-(3-Acetylthio-3-benzoylpropionyl)-L-proline). RXN SMILES: [C:1]([O-:4])(=[S:3])[CH3:2].[K+].Br[CH:7]([C:19](=[O:26])[C:20]1[CH:25]=[CH:24][CH:23]=[CH:22][CH:21]=1)[CH2:8][C:9]([N:11]1[CH2:18][CH2:17][CH2:16][C@H:12]1[C:13]([OH:15])=[O:14])=[O:10]>C(O)C>[C:1]([S:3][CH:7]([C:19](=[O:26])[C:20]1[CH:25]=[CH:24][CH:23]=[CH:22][CH:21]=1)[CH2:8][C:9]([N:11]1[CH2:18][CH2:17][CH2:16][C@H:12]1[C:13]([OH:15])=[O:14])=[O:10])(=[O:4])[CH3:2] |f:0.1|. Reported procedure: To a stirred mixture of 1.25 g. of potassium thioacetate in 20 ml. of ethanol is added a solution of 3.54 g. of 1-(3-bromo-3-benzoylpropionyl)-L-proline (Example 20) in 20 ml. of ethanol. The mixture is stirred at room temperature for 2 hours. The mixture is concentrated to dryness under vacuum and the residue partitioned between dichloromethane and water. The dichloromethane layer is washed with saturated sodium chloride solution and dried over magnesium sulfate. The solvent is removed under va... Reactants: CCO, [K+], [OH-], O, CCCN(Cc1ccc(-c2ccccc2-c2nnn[nH]2)cc1)c1nn(CCc2ccccc2)c(Br)c1C(=O)OCC. Yields the product CCCN(Cc1ccc(-c2ccccc2-c2nnn[nH]2)cc1)c1nn(CCc2ccccc2)c(Br)c1C(=O)O. Reaction SMILES: [CH3:1][CH2:2][OH:3].[K+:5].[OH-:4].[OH2:47].[c:6]1([CH2:12][CH2:13][n:14]2[n:15][c:16]([N:25]([CH2:26][c:27]3[cH:28][cH:29][c:30](-[c:33]4[c:34](-[c:39]5[n:40][n:41][n:42][nH:43]5)[cH:35][cH:36][cH:37][cH:38]4)[cH:31][cH:32]3)[CH2:44][CH2:45][CH3:46])[c:17]([C:20](=[O:21])[O:22][CH2:23][CH3:24])[c:18]2[Br:19])[cH:7][cH:8][cH:9][cH:10][cH:11]1>>[c:6]1([CH2:12][CH2:13][n:14]2[n:15][c:16]([N:25]([CH2:26][c:27]3[cH:28][cH:29][c:30](-[c:33]4[c:34](-[c:39]5[n:40][n:41][n:42][nH:43]5)[cH:35][cH:36][cH:37][cH:38]4)[cH:31][cH:32]3)[CH2:44][CH2:45][CH3:46])[c:17]([C:20](=[O:21])[OH:22])[c:18]2[Br:19])[cH:7][cH:8][cH:9][cH:10][cH:11]1. Starting materials: ice water, C(C)N1N=CC=C1NC=1C(C(=O)O)=CC=CC1OC (N-(1-ethylpyrazol-5-yl)-3-methoxyanthranilic acid), O=P(Cl)(Cl)Cl (POCl3), [NH4+].[OH-] (NH4OH). The product is ClC1=C2C(=NC3=C(C=CC=C13)OC)N(N=C2)CC (4-chloro-1-ethyl-8-methoxy-1H-pyrazolo[3,4-b]quinoline). As a reaction SMILES: [CH2:1]([N:3]1[C:7]([NH:8][C:9]2[C:10](=[CH:14][CH:15]=[CH:16][C:17]=2[O:18][CH3:19])[C:11](O)=O)=[CH:6][CH:5]=[N:4]1)[CH3:2].[NH4+].[OH-].O=P(Cl)(Cl)[Cl:24]>>[Cl:24][C:11]1[C:10]2[C:9](=[C:17]([O:18][CH3:19])[CH:16]=[CH:15][CH:14]=2)[N:8]=[C:7]2[N:3]([CH2:1][CH3:2])[N:4]=[CH:5][C:6]=12 |f:1.2|. Procedure: A mixture of N-(1-ethylpyrazol-5-yl)-3-methoxyanthranilic acid of example 9(d) and POCl3 (50 ml) was refluxed overnight. The reaction mixture was poured into ice-water, neutralized with NH4OH and the mixture was extracted with CH2Cl2 (3×150 ml). The CH2Cl2 extracts were combined, dried over MgSO4, filtered and evaporated. The residue was purified by column chromatography on silica gel eluting with 35% EtOAc/hexane to afford 0.4 g of 4-chloro-1-ethyl-8-methoxy-1H-pyrazolo[3,4-b]quinoline, m.p. 16... The reactants are CO.C(C)(=O)O (methanol acetic acid), ClC=1C=CC(=NC1)NC(C1=C(C=CC=C1)NCC1CCNCC1)=O (N-(5-chloropyridin-2-yl)-2-(piperidin-4-ylmethylamino)benzamide), solution, C(C)(=O)C1=CC=NC=C1 (4-acetylpyridine), C(#N)[BH3-].[Na+] (sodium cyanoborohydride). The solvent is CO (methanol), O1CCCC1 (tetrahydrofuran). Conditions: time 0.5 hour. Product: ClC=1C=CC(=NC1)NC(C1=C(C=CC=C1)NCC1CCN(CC1)C(C)C1=CC=NC=C1)=O (N-(5-Chloropyridin-2-yl)-2-[[1-[1-(4-pyridinyl)ethyl]piperidin-4-ylmethyl]amino]benzamide). Isolated yield 74.0%. Reaction SMILES: [Cl:1][C:2]1[CH:3]=[CH:4][C:5]([NH:8][C:9](=[O:24])[C:10]2[CH:15]=[CH:14][CH:13]=[CH:12][C:11]=2[NH:16][CH2:17][CH:18]2[CH2:23][CH2:22][NH:21][CH2:20][CH2:19]2)=[N:6][CH:7]=1.[C:25]([C:28]1[CH:33]=[CH:32][N:31]=[CH:30][CH:29]=1)(=O)[CH3:26].C([BH3-])#N.[Na+].CO.C(O)(=O)C>O1CCCC1.CO>[Cl:1][C:2]1[CH:3]=[CH:4][C:5]([NH:8][C:9](=[O:24])[C:10]2[CH:15]=[CH:14][CH:13]=[CH:12][C:11]=2[NH:16][CH2:17][CH:18]2[CH2:19][CH2:20][N:21]([CH:25]([C:28]3[CH:33]=[CH:32][N:31]=[CH:30][CH:29]=3)[CH3:26])[CH2:22][CH2:23]2)=[N:6][CH:7]=1 |f:2.3,4.5|. Procedure details: To a small sample of N-(5-chloropyridin-2-yl)-2-(piperidin-4-ylmethylamino)benzamide (0.03 g, 0.1 mmol) weighed out in a 1 mL sealable vial, excess 4-acetylpyridine was added (100 μL, ca. 1 mmol) followed by sodium cyanoborohydride (360 μL of a 1 M solution in tetrahydrofuran) and methanol-acetic acid (95:5). The vial was capped and placed in a shaker at 50° C. for several days until reasonable conversion by TLC was evident. The reaction mixture was then diluted with methanol, shaken well for se... Reactants: FC1=CC=C(C=C1)C1=C(N=C(S1)C)C(=O)Cl (5-(4-fluoro-phenyl)-2-methyl-thiazole-4-carbonyl chloride), ClC=1C=CC2=C(C=C(O2)CC2CN(CCN2)C)C1 (3-(5-Chloro-benzofuran-2-ylmethyl)-1-methyl-piperazine). Product: ClC=1C=CC2=C(C=C(O2)CC2N(CCN(C2)C)C(=O)C=2N=C(SC2C2=CC=C(C=C2)F)C)C1 ((RS)-1-[2-(5-Chloro-benzofuran-2-ylmethyl)-4-methyl-piperazin-1-yl]-1-[5-(4-fluoro-phenyl)-2-methyl-thiazol-4-yl]-methanone). As a reaction SMILES: [F:1][C:2]1[CH:7]=[CH:6][C:5]([C:8]2[S:12][C:11]([CH3:13])=[N:10][C:9]=2[C:14](Cl)=[O:15])=[CH:4][CH:3]=1.[Cl:17][C:18]1[CH:19]=[CH:20][C:21]2[O:25][C:24]([CH2:26][CH:27]3[NH:32][CH2:31][CH2:30][N:29]([CH3:33])[CH2:28]3)=[CH:23][C:22]=2[CH:34]=1>>[Cl:17][C:18]1[CH:19]=[CH:20][C:21]2[O:25][C:24]([CH2:26][CH:27]3[CH2:28][N:29]([CH3:33])[CH2:30][CH2:31][N:32]3[C:14]([C:9]3[N:10]=[C:11]([CH3:13])[S:12][C:8]=3[C:5]3[CH:6]=[CH:7][C:2]([F:1])=[CH:3][CH:4]=3)=[O:15])=[CH:23][C:22]=2[CH:34]=1. Procedure details: The title compound (135 mg) was prepared from 5-(4-fluoro-phenyl)-2-methyl-thiazole-4-carbonyl chloride (211 mg) and 3-(5-Chloro-benzofuran-2-ylmethyl)-1-methyl-piperazine, D63 (200 mg) by a procedure similar to that described for Example 1. Starting materials: CC(C)[N-]C(C)C, COCCOC, [Li]CCCC, CC(C)NC(C)C, CCOC(=O)Cl, CCOC(=O)c1c(Cl)cc(C(F)(F)F)nc1C(F)(F)F, [Li+]. Yields the product CCOC(=O)c1c(C(F)(F)F)nc(C(F)(F)F)c(C(=O)OCC)c1Cl. RXN SMILES: [CH3:2][CH:3]([N-:4][CH:5]([CH3:6])[CH3:7])[CH3:8].[CH3:47][O:48][CH2:49][CH2:50][O:51][CH3:52].[CH3:9][CH2:10][CH2:11][CH2:12][Li:13].[CH:14]([NH:15][CH:16]([CH3:17])[CH3:18])([CH3:19])[CH3:20].[Cl:41][C:42](=[O:43])[O:44][CH2:45][CH3:46].[F:21][C:22]([c:23]1[n:24][c:25]([C:35]([F:36])([F:37])[F:38])[cH:26][c:27]([Cl:34])[c:28]1[C:29](=[O:30])[O:31][CH2:32][CH3:33])([F:39])[F:40].[Li+:1]>>[F:21][C:22]([c:23]1[n:24][c:25]([C:35]([F:36])([F:37])[F:38])[c:26]([C:42](=[O:43])[O:44][CH2:45][CH3:46])[c:27]([Cl:34])[c:28]1[C:29](=[O:30])[O:31][CH2:32][CH3:33])([F:39])[F:40].